From a dataset of the Open Reaction Database (ORD), a public repository of structured organic reaction records. describe an organic reaction: reactants, conditions, products, and yield Starting materials: COC(=O)C=1C(=C2C=C(C(N(C2=CN1)CC1=CC=CC=C1)=O)C=1C=NN(C1)C)O (1-benzyl-5-hydroxy-3-(1-methyl-1H-pyrazol-4-yl)-2-oxo-1,2-dihydro-[1,7]naphthyridine-6-carboxylic acid methyl ester), NCCC(=O)O (β-alanine), C[O-].[Na+] (NaOMe). The product is C(C1=CC=CC=C1)N1C(C(=CC2=C(C(=NC=C12)C(=O)NCCC(=O)O)O)C=1C=NN(C1)C)=O (3-{[1-Benzyl-5-hydroxy-3-(1-methyl-1H-pyrazol-4-yl)-2-oxo-1,2-dihydro-[1,7]naphthyridine-6-carbonyl]-amino}-propionic acid). Yield: 63.0%. RXN SMILES: CO[C:3]([C:5]1[C:6]([OH:29])=[C:7]2[C:12](=[CH:13][N:14]=1)[N:11]([CH2:15][C:16]1[CH:21]=[CH:20][CH:19]=[CH:18][CH:17]=1)[C:10](=[O:22])[C:9]([C:23]1[CH:24]=[N:25][N:26]([CH3:28])[CH:27]=1)=[CH:8]2)=[O:4].[NH2:30][CH2:31][CH2:32][C:33]([OH:35])=[O:34].C[O-].[Na+]>>[CH2:15]([N:11]1[C:12]2[C:7](=[C:6]([OH:29])[C:5]([C:3]([NH:30][CH2:31][CH2:32][C:33]([OH:35])=[O:34])=[O:4])=[N:14][CH:13]=2)[CH:8]=[C:9]([C:23]2[CH:24]=[N:25][N:26]([CH3:28])[CH:27]=2)[C:10]1=[O:22])[C:16]1[CH:17]=[CH:18][CH:19]=[CH:20][CH:21]=1 |f:2.3|. Procedure: A mixture of 1-benzyl-5-hydroxy-3-(1-methyl-1H-pyrazol-4-yl)-2-oxo-1,2-dihydro-[1,7]naphthyridine-6-carboxylic acid methyl ester (44 mg, 0.11 mmol), β-alanine (804 mg, 9.0 mmol) and NaOMe solution (13 mL, 6.8 mmol, 0.5 M in MeOH) was refluxed for 16 h. After the mixture was cooled to r.t., the solvent was evaporated in vacuo. The residue was partitioned between EtOAc and water. 1 M HCl was added with vigorous stirring until pH was about 4. The organic layer was dried over MgSO4 and concentrated.... Reactants: C(C)(=O)C=1C(=C(C(=CC1C)C)C=CC(C)=O)C (1-(3-acetyl-2,4,6-trimethylphenyl)but-1-en-3-one), C(CC(=O)OCC)(=O)OCC (Diethyl malonate), [Na] (sodium), aqueous solution, [OH-].[Na+] (sodium hydroxide). Solvent: C(C)O (ethanol), O (water), C(C)O (ethanol). Yields the product C(C)(=O)C=1C(=C(C(=CC1C)C)C1CC(=CC(C1)=O)O)C (5-(3-acetyl-2,4,6-trimethylphenyl)-3-hydroxycyclohex-2-en-1-one). Yield: 79.0%. RXN SMILES: C(OCC)(=O)[CH2:2][C:3](OCC)=[O:4].[Na].[C:13]([C:16]1[C:17]([CH3:29])=[C:18]([CH:24]=[CH:25][C:26](=[O:28])[CH3:27])[C:19]([CH3:23])=[CH:20][C:21]=1[CH3:22])(=[O:15])[CH3:14].[OH-].[Na+]>C(O)C.O>[C:13]([C:16]1[C:17]([CH3:29])=[C:18]([CH:24]2[CH2:25][C:26](=[O:28])[CH:27]=[C:3]([OH:4])[CH2:2]2)[C:19]([CH3:23])=[CH:20][C:21]=1[CH3:22])(=[O:15])[CH3:14] |f:3.4,^1:11|. Procedure: Diethyl malonate (10.16 g; 69 mmole) was added to a solution of sodium metal (1.46 g; 63 mmole) in anhydrous absolute ethanol (50 ml) and the mixture was heated to reflux temperature. A mixture of 1-(3-acetyl-2,4,6-trimethylphenyl)but-1-en-3-one (14.60 g; 63 mmole) in anhydrous absolute ethanol (50 ml) was added over a period of 2 minutes and the mixture was heated under reflux for a period of 2 hours. A 30% aqueous solution of sodium hydroxide (100 ml) was added and the mixture was heated under... Starting materials: O=C1OC(=O)C2=C1CCCC2, CC(=O)O, Nc1c(F)cc(Cl)c2nc(Cl)sc12. Product: O=C1C2=C(CCCC2)C(=O)N1c1c(F)cc(Cl)c2nc(Cl)sc12. Reaction SMILES: [C:14]1(=[O:24])[C:15]2=[C:16]([C:17](=[O:18])[O:19]1)[CH2:20][CH2:21][CH2:22][CH2:23]2.[CH3:25][C:26](=[O:27])[OH:28].[NH2:1][c:2]1[c:3]([F:13])[cH:4][c:5]([Cl:12])[c:6]2[n:7][c:8]([Cl:11])[s:9][c:10]12>>[N:1]1([c:2]2[c:3]([F:13])[cH:4][c:5]([Cl:12])[c:6]3[n:7][c:8]([Cl:11])[s:9][c:10]23)[C:14](=[O:19])[C:15]2=[C:16]([C:17]1=[O:18])[CH2:20][CH2:21][CH2:22][CH2:23]2. Starting materials: S([O-])(O)(=O)=O.[Na+] (sodium bisulfate), C(C)(=O)OCC (ethyl acetate), C=C1C[C@@H]([C@H](OC1)C1=C(C=C(C(=C1)F)F)F)NC(OC(C)(C)C)=O (tert-butyl [(2R,3S)-5-methylene-2-(2,4,5-trifluorophenyl)tetrahydro-2H-pyran-3-yl]carbamate), C(C)(C)(C)O (tert-butyl alcohol), C[N+]1(CCOCC1)[O-] (N-methylmorpholine N-oxide), resultant mixture. The reagents and catalysts are [Os](=O)(=O)(=O)=O (osmium tetroxide). The solvent is CC(=O)C (acetone), O (water). Conditions: time 2 day. The product is OC1(C[C@@H]([C@H](OC1)C1=C(C=C(C(=C1)F)F)F)NC(OC(C)(C)C)=O)CO (tert-butyl [(2R,3S)-5-hydroxy-5-(hydroxymethyl)-2-(2,4,5-trifluorophenyl)tetrahydro-2H-pyran-3-yl]carbamate). Reaction SMILES: C=C1C[O:6][C@H:5]([C:8]2[CH:13]=[C:12]([F:14])[C:11]([F:15])=[CH:10][C:9]=2[F:16])[C@@H:4]([NH:17][C:18](=[O:24])[O:19][C:20]([CH3:23])([CH3:22])[CH3:21])C1.C[N+]1([O-])CC[O:29]CC1.S(=O)(=O)(O)[O-].[Na+].C(OCC)(=O)C.[C:45]([OH:49])([CH3:48])([CH3:47])[CH3:46]>CC(C)=O.O.[Os](=O)(=O)(=O)=O>[OH:49][C:45]1([CH2:48][OH:29])[CH2:47][O:6][C@H:5]([C:8]2[CH:13]=[C:12]([F:14])[C:11]([F:15])=[CH:10][C:9]=2[F:16])[C@@H:4]([NH:17][C:18](=[O:24])[O:19][C:20]([CH3:23])([CH3:22])[CH3:21])[CH2:46]1 |f:2.3|. Procedure: To a solution of tert-butyl [(2R,3S)-5-methylene-2-(2,4,5-trifluorophenyl)tetrahydro-2H-pyran-3-yl]carbamate (203 mg, 0.59 mmol) in tert-butyl alcohol (6 mL), acetone (3 mL) and water (1.5 mL) was added osmium tetroxide (0.113 mL of 2.5% solution in tert-butyl alcohol, 0.009 mmol). The resultant mixture was stirred at room temperature for 10 minutes and then treated with N-methylmorpholine N-oxide (92 mg, 0.79 mmol) and stirred for two days. After two days, the reaction mixture was treated with ... The reactants are COC(C1=CC=C(C=C1)O[C@@H]1CN(CC1)C1=CC=C(C=C1)C(NC1=C(C=CC=C1)N)=O)=O ((S)-Methyl-4-(1-(4-(2-aminophenylcarbamoyl)phenyl)pyrrolidin-3-yloxy)benzoate), [OH-].[K+] (KOH). The solvent is C1CCOC1.O.CO (THF water MeOH). Conditions: time 5 day. The product is NC1=C(C=CC=C1)NC(=O)C1=CC=C(C=C1)N1C[C@H](CC1)OC1=CC=C(C(=O)O)C=C1 ((S)-4-(1-(4-(2-Aminophenyl carbamoyl)phenyl)pyrrolidin-3-yloxy)benzoic acid). Isolated yield 20.8%. Reaction SMILES: C[O:2][C:3](=[O:32])[C:4]1[CH:9]=[CH:8][C:7]([O:10][C@H:11]2[CH2:15][CH2:14][N:13]([C:16]3[CH:21]=[CH:20][C:19]([C:22](=[O:31])[NH:23][C:24]4[CH:29]=[CH:28][CH:27]=[CH:26][C:25]=4[NH2:30])=[CH:18][CH:17]=3)[CH2:12]2)=[CH:6][CH:5]=1.[OH-].[K+]>C1COCC1.O.CO>[NH2:30][C:25]1[CH:26]=[CH:27][CH:28]=[CH:29][C:24]=1[NH:23][C:22]([C:19]1[CH:18]=[CH:17][C:16]([N:13]2[CH2:14][CH2:15][C@H:11]([O:10][C:7]3[CH:6]=[CH:5][C:4]([C:3]([OH:32])=[O:2])=[CH:9][CH:8]=3)[CH2:12]2)=[CH:21][CH:20]=1)=[O:31] |f:1.2,3.4.5|. Procedure: A solution of 372 (100 mg, 0.23 mmol) and KOH (100 mg, 1.78 mmol) in 1:1:1 mixture of THF/water/MeOH (6 mL) was stirred at room temperature for 5 days. The reaction mixture was concentrated and partitioned between water (5 mL) and ether (5 mL). Organic phase was discarded and the aqueous phase was acidified to pH=6 using 1M HCl solution and extracted with EtOAc. The extract was dried over Na2SO4, filtered and concentrated. The residue was purified by flash chromatography, eluent MeOH-DCM (gradie... Starting materials: [Na] (sodium), CO (MeOH), ClC1=NC=CC=C1OC(C)C (2-chloro-3-isopropoxy-pyridine), CO (MeOH). Run at temperature 150 celsius. Yields the product C(C)(C)OC=1C(=NC=CC1)OC (3-Isopropoxy-2-methoxy-pyridine). As a reaction SMILES: [Na].Cl[C:3]1[C:8]([O:9][CH:10]([CH3:12])[CH3:11])=[CH:7][CH:6]=[CH:5][N:4]=1.[CH3:13][OH:14]>>[CH:10]([O:9][C:8]1[C:3]([O:14][CH3:13])=[N:4][CH:5]=[CH:6][CH:7]=1)([CH3:12])[CH3:11] |^1:0|. Reported procedure: To a solution of methanolate obtained by dissolving sodium (534 mg, 23.25 mmol) in MeOH (8 ml) was added a solution of 2-chloro-3-isopropoxy-pyridine (Stage 93.1.4, 1.14 g, 6.64 mmol) in MeOH (2 ml). The reaction mixture was heated at 150° C. by microwave irradiation for 25 min then concentrated and quenched with EtOAc and brine. The organic layer was dried over Na2SO4, filtered and evaporated to give the title compound as an oil (HPLC: tR 2.66 min (Method A); M+H=264 MS-ES) As a reaction SMILES: [CH3:1][C:2]1[N:6]=[C:5]([N:7]2[CH2:12][CH2:11][C:10](=O)[CH2:9][CH2:8]2)[S:4][N:3]=1.[CH3:14][N:15]([CH3:32])[C:16]1[CH:21]=[CH:20][C:19]([C:22]2[C:23]3[N:24]([N:28]=[C:29]([NH2:31])[N:30]=3)[CH:25]=[CH:26][CH:27]=2)=[CH:18][CH:17]=1>>[CH3:14][N:15]([CH3:32])[C:16]1[CH:21]=[CH:20][C:19]([C:22]2[C:23]3[N:24]([N:28]=[C:29]([NH:31][CH:10]4[CH2:11][CH2:12][N:7]([C:5]5[S:4][N:3]=[C:2]([CH3:1])[N:6]=5)[CH2:8][CH2:9]4)[N:30]=3)[CH:25]=[CH:26][CH:27]=2)=[CH:18][CH:17]=1. Starting materials: CC1=NSC(=N1)N1CCC(CC1)=O (1-(3-methyl-[1,2,4]thiadiazol-5-yl)-piperidin-4-one), CN(C1=CC=C(C=C1)C=1C=2N(C=CC1)N=C(N2)N)C (8-(4-dimethylamino-phenyl)-[1,2,4]triazolo[1,5-a]pyridin-2-ylamine). Procedure: Prepared in analogy to example 1h employing 1-(3-methyl-[1,2,4]thiadiazol-5-yl)-piperidin-4-one (see example 1c) and 8-(4-dimethylamino-phenyl)-[1,2,4]triazolo[1,5-a]pyridin-2-ylamine (prepared in analogy to example 66a-c). The title compound was obtained as white foam. MS ISP (m/e): 435.3 (100) [(M+H)+]. Product: CN(C1=CC=C(C=C1)C=1C=2N(C=CC1)N=C(N2)NC2CCN(CC2)C2=NC(=NS2)C)C ([8-(4-Dimethylamino-phenyl)-[1,2,4]triazolo[1,5-a]pyridin-2-yl]-[1-(3-methyl-[1,2,4]thiadiazol-5-yl)-piperidin-4-yl]-amine). Starting materials: CC1=C(C(=O)O)C=C(C=C1[N+](=O)[O-])[N+](=O)[O-] (2-methyl-3,5-dinitro-benzoic acid), OS(=O)(=O)O (H2SO4), S(O)(O)(=O)=O (sulfuric acid), C1(=CC=CC=C1)C (Toluene), [OH-].[Na+] (NaOH). Solvent: CO (methanol), CO (methanol), O (H2O), C(C)(=O)OCC (Ethyl acetate). Reaction conditions: time 8 hour. The product is COC(C1=C(C(=CC(=C1)[N+](=O)[O-])[N+](=O)[O-])C)=O (2-Methyl-3,5-dinitro-benzoic Acid Methyl Ester). Yield: 84.0%. As a reaction SMILES: S(=O)(=O)(O)O.[CH3:6][C:7]1[C:15]([N+:16]([O-:18])=[O:17])=[CH:14][C:13]([N+:19]([O-:21])=[O:20])=[CH:12][C:8]=1[C:9]([OH:11])=[O:10].[C:22]1(C)C=CC=CC=1.[OH-].[Na+]>CO.C(OCC)(=O)C.O>[CH3:22][O:10][C:9](=[O:11])[C:8]1[CH:12]=[C:13]([N+:19]([O-:21])=[O:20])[CH:14]=[C:15]([N+:16]([O-:18])=[O:17])[C:7]=1[CH3:6] |f:3.4|. Reported procedure: Concentrated sulfuric acid (0.5 mL) was added slowly at ambient temperature with stirring to 2-methyl-3,5-dinitro-benzoic acid (5.22 g, 23.06 mmol) in anhydrous methanol (200 mL). After refluxing overnight under an argon atmosphere, the reaction was determined to be about 50% complete. Toluene (100 mL) was used to azeotrope the H2O generated from the reaction, and fresh anhydrous methanol (300 mL) and H2SO4 (0.5 mL) were added and the mixture was again refluxed overnight under an argon atmospher...